This data is from the Open Reaction Database (ORD), a public repository of structured organic reaction records. The task is: describe an organic reaction: reactants, conditions, products, and yield The reactants are C[O-].[Na+] (sodium methoxide), ClC1=NC(=CC=2N1C(=NC2)C(C)C)Cl (5,7-dichloro-3-isopropylimidazo[1,5-c]pyrimidine). The product is ClC1=CC=2N(C(=N1)OC)C(=NC2)C(C)C (7-chloro-3-isopropyl-5-methoxyimidazo[1,5-c]pyrimidine). RXN SMILES: [CH3:1][O-:2].[Na+].Cl[C:5]1[N:10]2[C:11]([CH:14]([CH3:16])[CH3:15])=[N:12][CH:13]=[C:9]2[CH:8]=[C:7]([Cl:17])[N:6]=1>>[Cl:17][C:7]1[N:6]=[C:5]([O:2][CH3:1])[N:10]2[C:11]([CH:14]([CH3:16])[CH3:15])=[N:12][CH:13]=[C:9]2[CH:8]=1 |f:0.1|. Procedure: Using the method of Example 48, sodium methoxide was reacted with 5,7-dichloro-3-isopropylimidazo[1,5-c]pyrimidine (from Example 37) to provide 7-chloro-3-isopropyl-5-methoxyimidazo[1,5-c]pyrimidine. This free base was a white solid which was converted into its white solid dihydrogen sulfate salt, m.p. 155° C. (dec.). Analysis: Calculated for C10H12ClN3O.H2SO4 : %C, 37.1; %H, 4.4; %N, 13.0; Found; %C, 36.7; %H, 4.2; %N, 12.9. The reactants are NC1=C(NC(=S)NC=2C=C(C=CC2)C2=CC(=CC=C2)S(=O)(=O)NC(CC(=O)OCC)C2=CC=CC=C2)C=CC=C1 (Ethyl 3-{[(3′-{[(2-aminoanilino)carbothioyl]amino}[1,1′-biphenyl]-3-yl)sulfonyl]amino}-3-phenyl-propanoate). Reagents/catalysts: [Hg]=O (mercury oxide). Solvent: C(Cl)(Cl)Cl (CHCl3). Product: N1C(=NC2=C1C=CC=C2)NC=2C=C(C=CC2)C2=CC(=CC=C2)S(=O)(=O)NC(CC(=O)OCC)C2=CC=CC=C2 (Ethyl 3-{[3′-(1H-benzimidazol-2-ylamino)[1,1′-biphenyl]3-yl]-sulfonylamino}-3-phenyl-propanoate). Reaction SMILES: [NH2:1][C:2]1[CH:40]=[CH:39][CH:38]=[CH:37][C:3]=1[NH:4][C:5]([NH:7][C:8]1[CH:9]=[C:10]([C:14]2[CH:19]=[CH:18][CH:17]=[C:16]([S:20]([NH:23][CH:24]([C:31]3[CH:36]=[CH:35][CH:34]=[CH:33][CH:32]=3)[CH2:25][C:26]([O:28][CH2:29][CH3:30])=[O:27])(=[O:22])=[O:21])[CH:15]=2)[CH:11]=[CH:12][CH:13]=1)=S>[Hg]=O.C(Cl)(Cl)Cl>[NH:4]1[C:3]2[CH:37]=[CH:38][CH:39]=[CH:40][C:2]=2[N:1]=[C:5]1[NH:7][C:8]1[CH:9]=[C:10]([C:14]2[CH:19]=[CH:18][CH:17]=[C:16]([S:20]([NH:23][CH:24]([C:31]3[CH:36]=[CH:35][CH:34]=[CH:33][CH:32]=3)[CH2:25][C:26]([O:28][CH2:29][CH3:30])=[O:27])(=[O:22])=[O:21])[CH:15]=2)[CH:11]=[CH:12][CH:13]=1. Procedure details: 43 g (75 mmol) of Ethyl 3-{[(3′-{[(2-aminoanilino)carbothioyl]amino}[1,1′-biphenyl]-3-yl)sulfonyl]amino}-3-phenyl-propanoate 11.1.1 and 16.24 g (75 mmol) of yellow mercury oxide were mixed with 1.51 CHCl3 and refluxed for 6 h. The resulting material was purified via flash chromatography (dichloromethane/acetic acid ethyl ester 3+1). Recrystallization from acetic acid ethyl ester led to 27.8 g (68%). Starting materials: CCCCCCCCCCCCN, CCN(C(C)C)C(C)C, O=C(Cl)c1ccc(CCl)cc1, ClCCl. The product is CCCCCCCCCCCCNC(=O)c1ccc(CCl)cc1. RXN SMILES: [CH2:1]([CH2:2][CH2:3][CH2:4][CH2:5][CH2:6][CH2:7][CH2:8][CH2:9][CH2:10][CH2:11][CH3:12])[NH2:13].[CH:14]([N:15]([CH2:16][CH3:17])[CH:18]([CH3:19])[CH3:20])([CH3:21])[CH3:22].[Cl:23][CH2:24][c:25]1[cH:26][cH:27][c:28]([C:29](=[O:30])[Cl:31])[cH:32][cH:33]1.[Cl:34][CH2:35][Cl:36]>>[CH2:1]([CH2:2][CH2:3][CH2:4][CH2:5][CH2:6][CH2:7][CH2:8][CH2:9][CH2:10][CH2:11][CH3:12])[NH:13][C:29]([c:28]1[cH:27][cH:26][c:25]([CH2:24][Cl:23])[cH:33][cH:32]1)=[O:30]. Starting materials: C1CCOC1, OCC1CCCCCC1, CCOC(=O)N=NC(=O)OCC, O=Cc1cccc(O)c1, c1ccc(P(c2ccccc2)c2ccccc2)cc1. Product: O=Cc1cccc(OCC2CCCCCC2)c1. As a reaction SMILES: [CH2:50]1[O:51][CH2:52][CH2:53][CH2:54]1.[CH:1]1([CH2:8][OH:9])[CH2:2][CH2:3][CH2:4][CH2:5][CH2:6][CH2:7]1.[O:38]=[C:39]([O:40][CH2:41][CH3:42])[N:43]=[N:44][C:45]([O:46][CH2:47][CH3:48])=[O:49].[OH:29][c:30]1[cH:31][c:32]([CH:33]=[O:34])[cH:35][cH:36][cH:37]1.[c:10]1([P:11]([c:12]2[cH:13][cH:14][cH:15][cH:16][cH:17]2)[c:18]2[cH:19][cH:20][cH:21][cH:22][cH:23]2)[cH:24][cH:25][cH:26][cH:27][cH:28]1>>[CH:1]1([CH2:8][O:9][c:30]2[cH:31][c:32]([CH:33]=[O:34])[cH:35][cH:36][cH:37]2)[CH2:2][CH2:3][CH2:4][CH2:5][CH2:6][CH2:7]1. As a reaction SMILES: [C:1](=[O:2])([O:3][CH2:4][CH3:5])[CH2:6][CH:7]1[CH:8]([CH:15]=[CH:16][CH2:17][CH2:18][CH2:19][CH2:20][CH2:21][CH3:22])[CH:9]2[CH:10]([CH2:11][CH2:12][CH2:13]2)[O:14]1.[CH2:31]([Al+:32][CH2:33][CH:34]([CH3:35])[CH3:36])[CH:37]([CH3:38])[CH3:39].[CH3:23][CH2:24][CH2:25][CH2:26][CH2:27][CH2:28][CH3:29].[CH3:41][CH2:42][CH2:43][CH2:44][CH2:45][CH3:46].[ClH:40].[H-:30]>>[CH:1](=[O:2])[CH2:6][CH:7]1[CH:8]([CH:15]=[CH:16][CH2:17][CH2:18][CH2:19][CH2:20][CH2:21][CH3:22])[CH:9]2[CH:10]([CH2:11][CH2:12][CH2:13]2)[O:14]1. The product is CCCCCCC=CC1C(CC=O)OC2CCCC21. Reactants: CCCCCCC=CC1C(CC(=O)OCC)OC2CCCC21, CC(C)C[Al+]CC(C)C, CCCCCCC, CCCCCC, Cl, [H-]. Starting materials: CO, O=[N+]([O-])C=C(Cl)Cl, NCCCS. The product is O=[N+]([O-])C=C1NCCCS1. RXN SMILES: [CH3:13][OH:14].[Cl:6][C:7](=[CH:8][N+:9](=[O:10])[O-:11])[Cl:12].[NH2:1][CH2:2][CH2:3][CH2:4][SH:5]>>[NH:1]1[CH2:2][CH2:3][CH2:4][S:5][C:7]1=[CH:8][N+:9](=[O:10])[O-:11]. Starting materials: [N+](=O)([O-])C=1N=CC(=NC1)NS(=O)(=O)C (N-(5-nitro-pyrazin-2-yl)-methanesulfonamide), [Cl-].[NH4+] (ammonium chloride). The reagents and catalysts are [Zn] (zinc). Run in CO (methanol), O (water). Conditions: temperature 25 celsius, time 5 minute. The product is NC=1N=CC(=NC1)NS(=O)(=O)C (N-(5-amino-pyrazin-2-yl)-methanesulfonamide). Isolated yield 109.2%. Reaction SMILES: [N+:1]([C:4]1[N:5]=[CH:6][C:7]([NH:10][S:11]([CH3:14])(=[O:13])=[O:12])=[N:8][CH:9]=1)([O-])=O.[Cl-].[NH4+]>CO.O.[Zn]>[NH2:1][C:4]1[N:5]=[CH:6][C:7]([NH:10][S:11]([CH3:14])(=[O:13])=[O:12])=[N:8][CH:9]=1 |f:1.2|. Procedure details: A solution of N-(5-nitro-pyrazin-2-yl)-methanesulfonamide (583.9 mg, 2.67 mmol) in methanol (26.8 mL) was treated with a solution of ammonium chloride (300.6 mg, 5.62 mmol) in water (2 mL). This solution was stirred at 25° C. for 5 min. At this time, the reaction was treated with zinc dust (1.71 g, 26.2 mmol). The resulting mixture was heated under reflux for 2 h. At this time, the reaction was cooled to 25° C. and was filtered through a pad of silica gel (9/1 methylene chloride/methanol wash). ...